This data is from the Open Reaction Database (ORD), a public repository of structured organic reaction records. The task is: describe an organic reaction: reactants, conditions, products, and yield Reactants: FC(C1=C(C=C(C=C1)C(F)(F)F)NC(=O)[C@@H]1[C@]2(C)[C@@H](CC1)[C@@H]1CCC3OC(CC[C@]3(C)[C@H]1CC2)=O)(F)F (N-(2',5'-bistrifluoromethylphenyl)-4-oxa-androstan-3-one-17β-carboxamide), C1(=CC=CC=C1)[Se](=O)O[Se](=O)C1=CC=CC=C1 (benzeneseleninic anhydride). Run in C(C)(=O)OCC (ethyl acetate), ClC1=CC=CC=C1 (chlorobenzene). Product: FC(C1=C(C=C(C=C1)C(F)(F)F)NC(=O)[C@@H]1[C@]2(C)[C@@H](CC1)[C@@H]1CCC3OC(C=C[C@]3(C)[C@H]1CC2)=O)(F)F (N-(2',5'-Bistrifluoromethylphenyl)-4-oxa-androst-1-en-3-one-17β-carboxamide). As a reaction SMILES: [F:1][C:2]([F:37])([F:36])[C:3]1[CH:8]=[CH:7][C:6]([C:9]([F:12])([F:11])[F:10])=[CH:5][C:4]=1[NH:13][C:14]([C@H:16]1[CH2:21][CH2:20][C@H:19]2[C@H:22]3[C@H:32]([CH2:33][CH2:34][C@:17]12[CH3:18])[C@:30]1([CH3:31])[CH:25]([O:26][C:27](=[O:35])[CH2:28][CH2:29]1)[CH2:24][CH2:23]3)=[O:15].C1([Se](O[Se](C2C=CC=CC=2)=O)=O)C=CC=CC=1>ClC1C=CC=CC=1.C(OCC)(=O)C>[F:37][C:2]([F:1])([F:36])[C:3]1[CH:8]=[CH:7][C:6]([C:9]([F:10])([F:11])[F:12])=[CH:5][C:4]=1[NH:13][C:14]([C@H:16]1[CH2:21][CH2:20][C@H:19]2[C@H:22]3[C@H:32]([CH2:33][CH2:34][C@:17]12[CH3:18])[C@:30]1([CH3:31])[CH:25]([O:26][C:27](=[O:35])[CH:28]=[CH:29]1)[CH2:24][CH2:23]3)=[O:15]. Procedure: To a solution of N-(2',5'-bistrifluoromethylphenyl)-4-oxa-androstan-3-one-17β-carboxamide. (35 mg, 0.066 mmol, prepared according to the procedures of Example 8) in chlorobenzene (5 mL) was added benzeneseleninic anhydride (30 mg, 0.085 mmol). After stirring the reaction mixture at reflux temperature for overnight, the reaction mixture was diluted with ethyl acetate, washed with brine, dried and concentrated. The residue was purified by prep. tlc (50% EtOAc/hexane). Mass spec. M+ 530(m+1, observ... Starting materials: methanolic solution, Cl (hydrochloric acid), C(C)(C)(C)OC(=O)N1CCC(CC1)OC(C(C1=CC=CC=C1)(O)C1CCC1)=O ((1-t-butoxycarbonylpiperidin-4-yl)-2-cyclobutyl-2-hydroxy-2-phenylacetate). Run in CO (methanol). Conditions: time 10 hour. The product is C1(CCC1)C(C(=O)OC1CCN(CC1)CCC=C(C)C)(C1=CC=CC=C1)O ([1-(4-methyl-3-pentenyl)piperidin-4-yl] 2-cyclobutyl-2-hydroxy-2-phenylacetate). Yield: 175.3%. As a reaction SMILES: Cl.C(O[C:7]([N:9]1[CH2:14][CH2:13][CH:12]([O:15][C:16](=[O:29])[C:17]([CH:25]2[CH2:28][CH2:27][CH2:26]2)([OH:24])[C:18]2[CH:23]=[CH:22][CH:21]=[CH:20][CH:19]=2)[CH2:11][CH2:10]1)=O)(C)(C)C>CO>[CH:25]1([C:17]([OH:24])([C:18]2[CH:23]=[CH:22][CH:21]=[CH:20][CH:19]=2)[C:16]([O:15][CH:12]2[CH2:13][CH2:14][N:9]([CH2:7][CH2:19][CH:18]=[C:17]([CH3:25])[CH3:16])[CH2:10][CH2:11]2)=[O:29])[CH2:28][CH2:27][CH2:26]1. Procedure: A 10% methanolic solution of hydrochloric acid was added to a solution of 2.68 g of (1-t-butoxycarbonylpiperidin-4-yl)-2-cyclobutyl-2-hydroxy-2-phenylacetate in 50 ml of methanol, and this mixture was stirred at room temperature for 10 hours. The solvent was distilled off under reduced pressure to obtain 2.24 g of the title compound. Starting materials: C1(=CC=CC=C1)C=1C(=CNC1)C#N (4-phenyl-1H-pyrrole-3-carbonitrile), F[B-](F)(F)F.F[B-](F)(F)F.ClC[N+]12CC[N+](CC1)(CC2)F (1-chloromethyl-4-fluoro-1,4-diazoniabicyclo[2.2.2]octane bis(tetrafluoroborate)). Solvent: C(C)#N (acetonitrile). Run at temperature 60 celsius, time 18 hour. The product is FC1=C(C(=CN1)C#N)C1=CC=CC=C1 (5-fluoro-4-phenyl-1H-pyrrole-3-carbonitrile). Isolated yield 35.6%. RXN SMILES: [C:1]1([C:7]2[C:8]([C:12]#[N:13])=[CH:9][NH:10][CH:11]=2)[CH:6]=[CH:5][CH:4]=[CH:3][CH:2]=1.[F:14][B-](F)(F)F.F[B-](F)(F)F.ClC[N+]12CC[N+](F)(CC1)CC2>C(#N)C>[F:14][C:11]1[NH:10][CH:9]=[C:8]([C:12]#[N:13])[C:7]=1[C:1]1[CH:2]=[CH:3][CH:4]=[CH:5][CH:6]=1 |f:1.2.3|. Procedure: To a solution of 9.50 g (56.5 mmol) of 4-phenyl-1H-pyrrole-3-carbonitrile (CAS 40167-37-1) in 300 ml of acetonitrile are added portionwise 24.0 g (67.8 mmol) of 1-chloromethyl-4-fluoro-1,4-diazoniabicyclo[2.2.2]octane bis(tetrafluoroborate) (SelectFluor—CAS 140681-55-6), with a certain amount of exothermicity being observed. The mixture is stirred for 18 hours at 60° C. After cooling, the reaction medium is concentrated under reduced pressure and the residue is then taken up in 500 ml of ethyl a... The reactants are BrC=1C=C(N)C=CC1Cl (3-Bromo-4-chloroaniline), O1C=C(C=C1)C(=O)Cl (3-furoylchloride), C([O-])([O-])=O.[Na+].[Na+] (sodium carbonate). Run in C(Cl)Cl (DCM). The product is BrC=1C=C(C=CC1Cl)NC(=O)C1=COC=C1 (N-(3-bromo-4-chlorophenyl)-3-furamide). RXN SMILES: [Br:1][C:2]1[CH:3]=[C:4]([CH:6]=[CH:7][C:8]=1[Cl:9])[NH2:5].[O:10]1[CH:14]=[CH:13][C:12]([C:15](Cl)=[O:16])=[CH:11]1.C(=O)([O-])[O-].[Na+].[Na+]>C(Cl)Cl>[Br:1][C:2]1[CH:3]=[C:4]([NH:5][C:15]([C:12]2[CH:13]=[CH:14][O:10][CH:11]=2)=[O:16])[CH:6]=[CH:7][C:8]=1[Cl:9] |f:2.3.4|. Reported procedure: 3-Bromo-4-chloroaniline (150 mg), 3-furoylchloride (0.15 ml) and sodium carbonate (1 g) were stirred for 18 hours at room temperature in DCM (15 ml). The reaction was filtered, the residue washed with DCM and the combined DCM fractions reduced to dryness under vacuum to give N-(3-bromo-4-chlorophenyl)-3-furamide. NMR; δH [2H6]—DMSO 10.13,(1H, s), 8.38,(1H, s), 8.20,(1H, d), 7.81,(1H, m), 7.73,(1H, dd), 7.59,(1H, d), 6.97,(1H, m). Starting materials: COC(C[C@H](C1=CC=C(C=C1)OC)[C@@H]1N=C([C@H](N=C1OC)C(C)C)OC)=O (3(R)-[(2S,5R)-2,5-dihydro-3,6-dimethoxy-5-(1-methylethyl)-2-pyrazinyl]-3-(4-methoxyphenyl)propanoic acid methyl ester), [H-].[Al+3].[Li+].[H-].[H-].[H-] (lithium aluminum hydride). Reaction SMILES: C[O:2][C:3](=O)[CH2:4][C@@H:5]([C@H:14]1[C:19]([O:20][CH3:21])=[N:18][C@H:17]([CH:22]([CH3:24])[CH3:23])[C:16]([O:25][CH3:26])=[N:15]1)[C:6]1[CH:11]=[CH:10][C:9]([O:12][CH3:13])=[CH:8][CH:7]=1.[H-].[Al+3].[Li+].[H-].[H-].[H-]>C1COCC1>[CH3:21][O:20][C:19]1[C@H:14]([C@@H:5]([C:6]2[CH:11]=[CH:10][C:9]([O:12][CH3:13])=[CH:8][CH:7]=2)[CH2:4][CH2:3][OH:2])[N:15]=[C:16]([O:25][CH3:26])[C@@H:17]([CH:22]([CH3:23])[CH3:24])[N:18]=1 |f:1.2.3.4.5.6|. Conditions: temperature -10 celsius, time 2 hour. Yields the product COC=1[C@@H](N=C([C@H](N1)C(C)C)OC)[C@H](CCO)C1=CC=C(C=C1)OC (3(R)-[(2S,5R)-2,5-dihydro-3,6-dimethoxy-5-(1-methylethyl)-2-pyrazinyl]-3-(4-methoxyphenyl)propanol). The solvent is C1CCOC1 (THF), C1CCOC1 (THF). Procedure: In a dry two-necked flask equipped with dropping funnel and thermometer was added 3(R)-[(2S,5R)-2,5-dihydro-3,6-dimethoxy-5-(1-methylethyl)-2-pyrazinyl]-3-(4-methoxyphenyl)propanoic acid methyl ester (17.5 g, 46.48 mmol) and 559 mL of dry THF. The solution was then cooled to −10° C. in an acetone-ice bath under argon. To the solution was added dropwise a solution of lithium aluminum hydride in THF (0.8 M, 60 mL, 48 mmol) at a rate so as to maintain the internal temperature below 0° C. After the ... Starting materials: O=C([O-])O, CS(=O)(=O)Cl, CN(C)C=O, CCN(C(C)C)C(C)C, ClC(Cl)Cl, CC(Nc1ncc(C#N)c(-c2cnc3c(C(F)F)cccn23)n1)c1cccc(CO)c1, [N-]=[N+]=[N-], [Na+], [Na+]. Product: CC(Nc1ncc(C#N)c(-c2cnc3c(C(F)F)cccn23)n1)c1cccc(CN=[N+]=[N-])c1. Reaction SMILES: [C:46](=[O:47])([O-:48])[OH:49].[CH3:41][S:42](=[O:43])(=[O:44])[Cl:45].[CH3:59][N:60]([CH3:61])[CH:62]=[O:63].[CH:32]([N:33]([CH2:34][CH3:35])[CH:36]([CH3:37])[CH3:38])([CH3:39])[CH3:40].[CH:55]([Cl:56])([Cl:57])[Cl:58].[F:1][CH:2]([c:3]1[c:4]2[n:5]([cH:6][cH:7][cH:8]1)[c:9](-[c:12]1[n:13][c:14]([NH:20][CH:21]([CH3:22])[c:23]3[cH:24][c:25]([CH2:29][OH:30])[cH:26][cH:27][cH:28]3)[n:15][cH:16][c:17]1[C:18]#[N:19])[cH:10][n:11]2)[F:31].[N-:52]=[N+:53]=[N-:54].[Na+:50].[Na+:51]>>[F:1][CH:2]([c:3]1[c:4]2[n:5]([cH:6][cH:7][cH:8]1)[c:9](-[c:12]1[n:13][c:14]([NH:20][CH:21]([CH3:22])[c:23]3[cH:24][c:25]([CH2:29][N:52]=[N+:53]=[N-:54])[cH:26][cH:27][cH:28]3)[n:15][cH:16][c:17]1[C:18]#[N:19])[cH:10][n:11]2)[F:31].